This data is from the Open Reaction Database (ORD), a public repository of structured organic reaction records. The task is: describe an organic reaction: reactants, conditions, products, and yield Starting materials: CS(=O)(=O)c1ccc(Oc2ccc([N+](=O)[O-])c(OCc3ccccc3)c2)cc1, CCO, [Ca+2], [Cl-], [Cl-], [Fe], O. Yields the product CS(=O)(=O)c1ccc(Oc2ccc(N)c(OCc3ccccc3)c2)cc1. Reaction SMILES: [CH2:1]([c:2]1[cH:3][cH:4][cH:5][cH:6][cH:7]1)[O:8][c:9]1[c:10]([N+:26]([O-:27])=[O:28])[cH:11][cH:12][c:13]([O:15][c:16]2[cH:17][cH:18][c:19]([S:22](=[O:23])(=[O:24])[CH3:25])[cH:20][cH:21]2)[cH:14]1.[CH3:34][CH2:35][OH:36].[Ca+2:31].[Cl-:29].[Cl-:30].[Fe:33].[OH2:32]>>[CH2:1]([c:2]1[cH:3][cH:4][cH:5][cH:6][cH:7]1)[O:8][c:9]1[c:10]([NH2:26])[cH:11][cH:12][c:13]([O:15][c:16]2[cH:17][cH:18][c:19]([S:22](=[O:23])(=[O:24])[CH3:25])[cH:20][cH:21]2)[cH:14]1. As a reaction SMILES: [CH2:1]([C:3]([CH2:7][CH3:8])=[CH:4][CH2:5][OH:6])[CH3:2].[N:9]([O:11]CCCCC)=O.[ClH:17]>C(O)(=O)C>[Cl:17][C:3]([CH2:7][CH3:8])([CH2:1][CH3:2])[CH:4]([N:9]=[O:11])[CH2:5][OH:6]. Yields the product ClC(C(CO)N=O)(CC)CC (3-Chloro-3-ethyl-2-nitroso-pentan-1-ol). Isolated yield 43.0%. Reactants: N(=O)OCCCCC (Amyl nitrite), C(C)C(=CCO)CC (3-ethylpent-2-en-1-ol), Cl (hydrochloric acid). Run in C(C)(=O)O (acetic acid). Procedure: 2-Cyclohexylidene ethanol (VI) (23 g) was dissolved in glacial acetic acid (76 ml). Amyl nitrite (21.5 g) was added and the mixture was cooled in an ice-salt bath. The cooled solution was treated dropwise with cold concentrated hydrochloric acid (23 ml) with stirring. After the addition of the acid was complete the reaction mixture was stirred at the same temperature for 30 min, followed by cooling in an acetone-carbon dioxide bath for 10 min. The buff-coloured solid was filtered off, washed wit... Starting materials: Brc1cccc(-c2ccccc2)c1, [Li]C(C)(C)C, C1CO1, CCCCC, CCOCC, Cl, O. Product: OCCc1cccc(-c2ccccc2)c1. RXN SMILES: [Br:1][c:2]1[cH:3][c:4](-[c:8]2[cH:9][cH:10][cH:11][cH:12][cH:13]2)[cH:5][cH:6][cH:7]1.[C:14]([Li:15])([CH3:16])([CH3:17])[CH3:18].[CH2:24]1[CH2:25][O:26]1.[CH3:19][CH2:20][CH2:21][CH2:22][CH3:23].[CH3:28][CH2:29][O:30][CH2:31][CH3:32].[ClH:27].[OH2:33]>>[c:2]1([CH2:24][CH2:25][OH:26])[cH:3][c:4](-[c:8]2[cH:9][cH:10][cH:11][cH:12][cH:13]2)[cH:5][cH:6][cH:7]1. Starting materials: N[C@@H](CC(C)C)C(=O)O (Leu), N[C@@H](CC1=CC=C(C=C1)O)C(=O)O (Tyr), NCC(=O)O (Gly), CC(=O)CC(=O)O (diacetate), N[C@@H](C)C(=O)O (Ala), N[C@@H](CC1=CC=CC=C1)C(=O)O (Phe), N[C@@H](CCCNC(N)=N)C(=O)O (Arg). The product is N[C@@H](CCC(O)=O)C(=O)O (Glu). As a reaction SMILES: N[C@H:2]([C:11]([OH:13])=[O:12])CC1C=CC(O)=CC=1.[NH2:14][C@H:15]([C:17]([OH:19])=[O:18])[CH3:16].N[C@H](C(O)=O)CC1C=CC=CC=1.NCC(O)=O.N[C@H](C(O)=O)CC(C)C.N[C@H](C(O)=O)CCCNC(=N)N.CC(CC(O)=O)=O>>[NH2:14][C@H:15]([C:17]([OH:19])=[O:18])[CH2:16][CH2:2][C:11](=[O:12])[OH:13]. Procedure details: 1.05 His: 1.03 Tyr: 0.99 Ala: 1.02 Phe: 1.00 Gly: 1.07 Leu: 1.00 Arg: 0.94 Pro: 1.02 Recovery 95% (calculated as the diacetate) Reactants: FC1=C(CN2N=C(C=3C2=NC=CC3)C3=NC(=C2N(C(NC2=N3)=O)C)I)C=CC=C1 (2-[1-(2-Fluorobenzyl)-1H-pyrazolo[3,4-b]pyridin-3-yl]-6-iodo-7-methyl-7,9-dihydro-8H-purin-8-one). The reagents and catalysts are [Pd] (palladium on charcoal). Run in CN(C=O)C (dimethylformamide). Yields the product FC1=C(CN2N=C(C=3C2=NC=CC3)C3=NC=C2N(C(NC2=N3)=O)C)C=CC=C1 (2-[1-(2-Fluorobenzyl)-1H-pyrazolo[3,4-b]pyridin-3-yl]-7-methyl-7,9-dihydro-8H-purin-8-one). The yield is 78.5%. As a reaction SMILES: [F:1][C:2]1[CH:29]=[CH:28][CH:27]=[CH:26][C:3]=1[CH2:4][N:5]1[C:9]2=[N:10][CH:11]=[CH:12][CH:13]=[C:8]2[C:7]([C:14]2[N:22]=[C:21]3[C:17]([N:18]([CH3:24])[C:19](=[O:23])[NH:20]3)=[C:16](I)[N:15]=2)=[N:6]1>CN(C)C=O.[Pd]>[F:1][C:2]1[CH:29]=[CH:28][CH:27]=[CH:26][C:3]=1[CH2:4][N:5]1[C:9]2=[N:10][CH:11]=[CH:12][CH:13]=[C:8]2[C:7]([C:14]2[N:22]=[C:21]3[C:17]([N:18]([CH3:24])[C:19](=[O:23])[NH:20]3)=[CH:16][N:15]=2)=[N:6]1. Reported procedure: Under an argon atmosphere, 225 mg (approx. 0.112 mmol) of the compound from example 107 were dissolved in 15 ml of dimethylformamide, admixed with 150 mg of 10% palladium on charcoal and hydrogenated under standard hydrogen pressure overnight. The reaction mixture was filtered through Celite and concentrated, and the residue was purified by means of preparative HPLC (eluent: water/acetonitrile/water with 1% trifluoroacetic acid, gradient 60:35:5→35:60:5). 33 mg of the title compound were obtaine... The reactants are BrCc1ccccc1, Brc1n[nH]c2ccccc12, CC(C)(C)[O-], Cc1ccccc1, Cl, [K+], O. The product is Brc1nn(Cc2ccccc2)c2ccccc12. Reaction SMILES: [Br:17][CH2:18][c:19]1[cH:20][cH:21][cH:22][cH:23][cH:24]1.[Br:1][c:2]1[n:3][nH:4][c:5]2[cH:6][cH:7][cH:8][cH:9][c:10]12.[CH3:11][C:12]([CH3:13])([O-:14])[CH3:15].[CH3:27][c:28]1[cH:29][cH:30][cH:31][cH:32][cH:33]1.[ClH:25].[K+:16].[OH2:26]>>[Br:1][c:2]1[n:3][n:4]([CH2:18][c:19]2[cH:20][cH:21][cH:22][cH:23][cH:24]2)[c:5]2[cH:6][cH:7][cH:8][cH:9][c:10]12. Starting materials: {2-[3-(2-bromo-phenyl)-3-cyclopentylmethyl-ureido]-thiazol-5-ylsulfanyl}-acetic acid ethyl, C(C)OC(CSC1=CN=C(S1)N)=O ((2-amino-thiazol-5-ylsulfanyl)acetic acid ethyl ester), C1(CCCC1)CN(C(NC=1SC=C(N1)CC(=O)O)=O)C1=CC=C(C=C1)S(=O)(=O)C ({2-[3-cyclopentylmethyl-3-(4-methanesulfonyl-phenyl)-ureido]-thiazol-4-yl}-acetic acid), C1(CCCC1)CNC1=C(C=CC=C1)Br (cyclopentylmethyl-(2-bromo-phenyl)-amine). Yields the product BrC1=C(C=CC=C1)N(C(NC=1SC(=CN1)SCC(=O)O)=O)CC1CCCC1 ({2-[3-(2-Bromo-phenyl)-3-cyclopentylmethyl-ureido]-thiazol-5-ylsulfanyl}-acetic acid). As a reaction SMILES: [CH:1]1([CH2:6][N:7]([C:20]2[CH:25]=[CH:24][C:23](S(C)(=O)=O)=[CH:22][CH:21]=2)[C:8](=[O:19])[NH:9][C:10]2[S:11][CH:12]=[C:13](CC(O)=O)[N:14]=2)[CH2:5][CH2:4][CH2:3][CH2:2]1.C1(CNC2C=CC=CC=2[Br:43])CCCC1.C([O:46][C:47](=[O:56])[CH2:48][S:49]C1SC(N)=NC=1)C>>[Br:43][C:25]1[CH:24]=[CH:23][CH:22]=[CH:21][C:20]=1[N:7]([CH2:6][CH:1]1[CH2:2][CH2:3][CH2:4][CH2:5]1)[C:8](=[O:19])[NH:9][C:10]1[S:11][C:12]([S:49][CH2:48][C:47]([OH:46])=[O:56])=[CH:13][N:14]=1. Reported procedure: The title compound was prepared via {2-[3-(2-bromo-phenyl)-3-cyclopentylmethyl-ureido]-thiazol-5-ylsulfanyl}-acetic acid ethyl esterin a similar manner as described for the synthesis of {2-[3-cyclopentylmethyl-3-(4-methanesulfonyl-phenyl)-ureido]-thiazol-4-yl}-acetic acid, using cyclopentylmethyl-(2-bromo-phenyl)-amine and (2-amino-thiazol-5-ylsulfanyl)acetic acid ethyl ester The reactants are C([O-])([O-])=O.[Na+].[Na+] (sodium carbonate), O (water), S1C=C(C=C1)B(O)O (3-thiopheneboronic acid), BrC=1C=C(C=O)C=CC1 (3-bromobenzaldehyde). The reagents and catalysts are C=1C=CC(=CC1)[P](C=2C=CC=CC2)(C=3C=CC=CC3)[Pd]([P](C=4C=CC=CC4)(C=5C=CC=CC5)C=6C=CC=CC6)([P](C=7C=CC=CC7)(C=8C=CC=CC8)C=9C=CC=CC9)[P](C=1C=CC=CC1)(C=1C=CC=CC1)C=1C=CC=CC1 (tetrakis(triphenylphosphine)palladium). Solvent: COCCOC (1,2-dimethoxyethane). Run at temperature 80 celsius. Product: S1C=C(C=C1)C=1C=C(C=O)C=CC1 (3-(3-Thienyl)benzaldehyde). Isolated yield 86.0%. As a reaction SMILES: [S:1]1[CH:5]=[CH:4][C:3](B(O)O)=[CH:2]1.Br[C:10]1[CH:11]=[C:12]([CH:15]=[CH:16][CH:17]=1)[CH:13]=[O:14].C(=O)([O-])[O-].[Na+].[Na+].O>COCCOC.C1C=CC([P]([Pd]([P](C2C=CC=CC=2)(C2C=CC=CC=2)C2C=CC=CC=2)([P](C2C=CC=CC=2)(C2C=CC=CC=2)C2C=CC=CC=2)[P](C2C=CC=CC=2)(C2C=CC=CC=2)C2C=CC=CC=2)(C2C=CC=CC=2)C2C=CC=CC=2)=CC=1>[S:1]1[CH:5]=[CH:4][C:3]([C:10]2[CH:11]=[C:12]([CH:15]=[CH:16][CH:17]=2)[CH:13]=[O:14])=[CH:2]1 |f:2.3.4,^1:34,36,55,74|. Procedure: 3.11 g of 3-thiopheneboronic acid (0.024 mol) are added to a solution of 3-bromobenzaldehyde (3 g, 0.016 mol) in 1,2-dimethoxyethane (80 ml), followed by addition of aqueous 2N sodium carbonate solution (5.15 g, 0.048 mol) and a catalytic amount of tetrakis(triphenylphosphine)palladium (0.56 g, 4.9 10−4 mol). The reaction mixture is heated at 80° C. for 16 hours and is then cooled to room temperature and poured into water. The resulting mixture is extracted with ethyl acetate and the organic pha...